The task is: describe an organic reaction: reactants, conditions, products, and yield. This data is from the Open Reaction Database (ORD), a public repository of structured organic reaction records. The reactants are COc1cc(-c2oc3cc(I)ccc3c(=O)c2OCc2ccccc2)cc(OC)c1OC, C=CCCCCCC, B1C2CCCC1CCC2, ClCCl, Cl[Pd]Cl, [Na+], C1CCOC1, [OH-]. Yields the product CCCCCCCCc1ccc2c(=O)c(OCc3ccccc3)c(-c3cc(OC)c(OC)c(OC)c3)oc2c1. As a reaction SMILES: [CH2:18]([c:19]1[cH:20][cH:21][cH:22][cH:23][cH:24]1)[O:25][c:26]1[c:27](-[c:38]2[cH:39][c:40]([O:48][CH3:49])[c:41]([O:46][CH3:47])[c:42]([O:44][CH3:45])[cH:43]2)[o:28][c:29]2[cH:30][c:31]([I:37])[cH:32][cH:33][c:34]2[c:35]1=[O:36].[CH2:1]=[CH:2][CH2:3][CH2:4][CH2:5][CH2:6][CH2:7][CH3:8].[CH:9]12[CH2:10][CH2:11][CH2:12][CH:13]([BH:14]1)[CH2:15][CH2:16][CH2:17]2.[Cl:50][CH2:51][Cl:52].[Cl:60][Pd:61][Cl:62].[Na+:59].[O:53]1[CH2:54][CH2:55][CH2:56][CH2:57]1.[OH-:58]>>[CH2:1]([CH2:2][CH2:3][CH2:4][CH2:5][CH2:6][CH2:7][CH3:8])[c:31]1[cH:30][c:29]2[o:28][c:27](-[c:38]3[cH:39][c:40]([O:48][CH3:49])[c:41]([O:46][CH3:47])[c:42]([O:44][CH3:45])[cH:43]3)[c:26]([O:25][CH2:18][c:19]3[cH:20][cH:21][cH:22][cH:23][cH:24]3)[c:35](=[O:36])[c:34]2[cH:33][cH:32]1. Reactants: Br[Mg]c1ccccc1, CC(C)C=O, N#Cc1ccc([N+](=O)[O-])c(I)c1, C1CCOC1. Product: CC(C)C(O)c1cc(C#N)ccc1[N+](=O)[O-]. RXN SMILES: [Br:13][Mg:14][c:15]1[cH:16][cH:17][cH:18][cH:19][cH:20]1.[CH:21]([CH:22]([CH3:23])[CH3:24])=[O:25].[I:1][c:2]1[cH:3][c:4]([C:5]#[N:6])[cH:7][cH:8][c:9]1[N+:10](=[O:11])[O-:12].[O:26]1[CH2:27][CH2:28][CH2:29][CH2:30]1>>[c:2]1([CH:21]([CH:22]([CH3:23])[CH3:24])[OH:25])[cH:3][c:4]([C:5]#[N:6])[cH:7][cH:8][c:9]1[N+:10](=[O:11])[O-:12]. The reactants are N(=O)[O-].[Na+] (sodium nitrite), NC1=C(C=CC(=C1)F)C (2-Amino-4-fluorotoluene), Cl (hydrochloric acid), ice, [Cl-] (chloride), [I-].[K+] (potassium iodide), S(O)(O)(=O)=O (sulfuric acid). Isolated yield 82.1%. Procedure: 2-Amino-4-fluorotoluene (68 g) is added dropwise to a stirred solution of 100 ml hydrochloric acid in 700 ml of water and after cooling to 0°-5° C., a solution of 46 g sodium nitrite in 100 ml water was slowly added dropwise. The resultant ice-cold solution of the diasonium chloride was added over 1 hour with stirring to a solution of 157 g potassium iodide and 35 ml of sulfuric acid in 250 ml water at 20°-25° C. The mixture was then stirred and heated for 2 hours at 100° C. After cooling, an oi... As a reaction SMILES: N[C:2]1[CH:7]=[C:6]([F:8])[CH:5]=[CH:4][C:3]=1[CH3:9].Cl.N([O-])=O.[Na+].[Cl-].[I-:16].[K+].S(=O)(=O)(O)O>O>[I:16][C:2]1[CH:7]=[C:6]([F:8])[CH:5]=[CH:4][C:3]=1[CH3:9] |f:2.3,5.6|. Run in O (water), O (water), O (water). Conditions: temperature 100 celsius. Product: IC1=C(C=CC(=C1)F)C (2-iodo-4-fluorotoluene). Product: O=C(Cl)c1cc(F)c(F)c(O)c1F. RXN SMILES: [F:5][c:6]1[c:7]([C:8](=[O:9])[OH:10])[cH:11][c:12]([F:17])[c:13]([F:16])[c:14]1[OH:15].[S:1]([Cl:2])([Cl:3])=[O:4].[cH:18]1[cH:19][cH:20][cH:21][cH:22][cH:23]1>>[Cl:3][C:8]([c:7]1[c:6]([F:5])[c:14]([OH:15])[c:13]([F:16])[c:12]([F:17])[cH:11]1)=[O:9]. Reactants: O=C(O)c1cc(F)c(F)c(O)c1F, O=S(Cl)Cl, c1ccccc1. The reactants are CCOC(=O)c1cn2c3c(cc(Br)cc3c1=O)CC2(C)C, CC(=O)[O-], CC(=O)[O-], [Li]CCCC, C#CCO, C1CCOC1, CCNCC, I[Cu]I, [Pd+2], c1ccc(P(c2ccccc2)c2ccccc2)cc1. Yields the product CCOC(=O)c1cn2c3c(cc(C#CCO)cc3c1=O)CC2(C)C. As a reaction SMILES: [Br:25][c:26]1[cH:27][c:28]2[c:29](=[O:45])[c:30]([C:40](=[O:41])[O:42][CH2:43][CH3:44])[cH:31][n:32]3[c:33]2[c:34]([cH:35]1)[CH2:36][C:37]3([CH3:38])[CH3:39].[C:60]([O-:61])(=[O:62])[CH3:63].[C:65]([O-:66])(=[O:67])[CH3:68].[CH2:20]([Li:21])[CH2:22][CH2:23][CH3:24].[CH2:46]([C:47]#[CH:48])[OH:49].[CH2:50]1[O:51][CH2:52][CH2:53][CH2:54]1.[CH2:55]([NH:56][CH2:57][CH3:58])[CH3:59].[Cu:69]([I:70])[I:71].[Pd+2:64].[c:1]1([P:2]([c:3]2[cH:4][cH:5][cH:6][cH:7][cH:8]2)[c:9]2[cH:10][cH:11][cH:12][cH:13][cH:14]2)[cH:15][cH:16][cH:17][cH:18][cH:19]1>>[c:26]1([C:48]#[C:47][CH2:46][OH:49])[cH:27][c:28]2[c:29](=[O:45])[c:30]([C:40](=[O:41])[O:42][CH2:43][CH3:44])[cH:31][n:32]3[c:33]2[c:34]([cH:35]1)[CH2:36][C:37]3([CH3:38])[CH3:39]. The reactants are CCOC(=O)C(C#N)c1cccc(Oc2ccccc2C)c1OC, CCCCCCl, CN(C)C=O, [H-], [Na+]. The product is CCCCCC(C#N)(C(=O)OCC)c1cccc(Oc2ccccc2C)c1OC. As a reaction SMILES: [C:1](#[N:2])[CH:3]([C:4](=[O:5])[O:6][CH2:7][CH3:8])[c:9]1[c:10]([O:23][CH3:24])[c:11]([O:15][c:16]2[c:17]([CH3:22])[cH:18][cH:19][cH:20][cH:21]2)[cH:12][cH:13][cH:14]1.[CH2:27]([CH2:28][CH2:29][CH2:30][CH3:31])[Cl:32].[CH3:33][N:34]([CH3:35])[CH:36]=[O:37].[H-:25].[Na+:26]>>[C:1](#[N:2])[C:3]([C:4](=[O:5])[O:6][CH2:7][CH3:8])([c:9]1[c:10]([O:23][CH3:24])[c:11]([O:15][c:16]2[c:17]([CH3:22])[cH:18][cH:19][cH:20][cH:21]2)[cH:12][cH:13][cH:14]1)[CH2:27][CH2:28][CH2:29][CH2:30][CH3:31]. The reactants are [BH4-], CC(C)O, CC(C)[Mg+], [Cl-], N#CC1(c2ccc(Cl)cc2)CCC1, OCCCCl, Cl, [Mg], [Na+], C1CCOC1, O. Product: NC(CCCO)C1(c2ccc(Cl)cc2)CCC1. As a reaction SMILES: [BH4-:25].[CH3:34][CH:35]([OH:36])[CH3:37].[CH:7]([Mg+:8])([CH3:9])[CH3:10].[Cl-:6].[Cl:12][c:13]1[cH:14][cH:15][c:16]([C:19]2([C:23]#[N:24])[CH2:20][CH2:21][CH2:22]2)[cH:17][cH:18]1.[Cl:1][CH2:2][CH2:3][CH2:4][OH:5].[ClH:27].[Mg:11].[Na+:26].[O:28]1[CH2:29][CH2:30][CH2:31][CH2:32]1.[OH2:33]>>[CH2:2]([CH2:3][CH2:4][OH:5])[CH:23]([C:19]1([c:16]2[cH:15][cH:14][c:13]([Cl:12])[cH:18][cH:17]2)[CH2:20][CH2:21][CH2:22]1)[NH2:24]. The reactants are CCO, CCOC(=O)CNc1cccc2ccccc12. The product is O=C(O)CNc1cccc2ccccc12. Reaction SMILES: [CH3:18][CH2:19][OH:20].[c:1]1([NH:11][CH2:12][C:13](=[O:14])[O:15][CH2:16][CH3:17])[cH:2][cH:3][cH:4][c:5]2[cH:6][cH:7][cH:8][cH:9][c:10]12>>[c:1]1([NH:11][CH2:12][C:13](=[O:14])[OH:15])[cH:2][cH:3][cH:4][c:5]2[cH:6][cH:7][cH:8][cH:9][c:10]12. Reactants: ClC=1C=C(CN2C(=CC3=C(C=CC=C23)CO)C(=O)OCC)C=CC1Cl (Ethyl N-(3,4-dichlorobenzyl)-4-hydroxymethylindole-2-carboxylate), CN(C=O)C (dimethylformamide), S(=O)(Cl)Cl (thionyl chloride). The solvent is ClCCl (dichloromethane). The product is ClCC1=C2C=C(N(C2=CC=C1)CC1=CC(=C(C=C1)Cl)Cl)C(=O)OCC (Ethyl 4-chloromethyl-N-(3,4-dichlorobenzyl)indole-2-carboxylate). Yield: 67.0%. Reaction SMILES: [Cl:1][C:2]1[CH:3]=[C:4]([CH:22]=[CH:23][C:24]=1[Cl:25])[CH2:5][N:6]1[C:14]2[C:9](=[C:10]([CH2:15]O)[CH:11]=[CH:12][CH:13]=2)[CH:8]=[C:7]1[C:17]([O:19][CH2:20][CH3:21])=[O:18].CN(C)C=O.S(Cl)([Cl:33])=O>ClCCl>[Cl:33][CH2:15][C:10]1[CH:11]=[CH:12][CH:13]=[C:14]2[C:9]=1[CH:8]=[C:7]([C:17]([O:19][CH2:20][CH3:21])=[O:18])[N:6]2[CH2:5][C:4]1[CH:22]=[CH:23][C:24]([Cl:25])=[C:2]([Cl:1])[CH:3]=1. Procedure: Ethyl N-(3,4-dichlorobenzyl)-4-hydroxymethylindole-2-carboxylate (0.89 g), dimethylformamide (0.5 ml) and thionyl chloride (189 μl) in dichloromethane (40 ml) were stirred at ambient temperature overnight and the resulting precipitate as filtered and dried in vacuo to give the product as a white solid (0.62 g, 67%); NMR δ(CD3SOCD3) 1.30 (t, 3H), 4.30 (q, 2H), 5.10 (s, 2H), 5.85 (s, 2H), 6.90 (m, 1H), 7.30 (m, 3H) 7.55 (m, 3H), M/z (+) 396.2 (MH+).